describe an organic reaction: reactants, conditions, products, and yield From a dataset of the Open Reaction Database (ORD), a public repository of structured organic reaction records. Reactants: CC(=O)O[BH-](OC(C)=O)OC(C)=O, CC(C)(C)CC=O, CC(=O)O, CO, ClCCl, CC(=O)NC1CCC2(CCNCC2)c2ccccc21, [Na+]. The product is CC(=O)NC1CCC2(CCN(CCC(C)(C)C)CC2)c2ccccc21. As a reaction SMILES: [C:27]([O:28][BH-:29]([O:30][C:31](=[O:32])[CH3:33])[O:34][C:35](=[O:36])[CH3:37])(=[O:38])[CH3:39].[CH3:1][C:2]([CH2:3][CH:4]=[O:5])([CH3:6])[CH3:7].[CH3:41][C:42](=[O:43])[OH:44].[CH3:48][OH:49].[Cl:45][CH2:46][Cl:47].[NH:8]1[CH2:9][CH2:10][C:11]2([CH2:12][CH2:13][CH:14]([NH:21][C:22]([CH3:23])=[O:24])[c:15]3[cH:16][cH:17][cH:18][cH:19][c:20]32)[CH2:25][CH2:26]1.[Na+:40]>>[CH3:1][C:2]([CH2:3][CH2:4][N:8]1[CH2:9][CH2:10][C:11]2([CH2:12][CH2:13][CH:14]([NH:21][C:22]([CH3:23])=[O:24])[c:15]3[cH:16][cH:17][cH:18][cH:19][c:20]32)[CH2:25][CH2:26]1)([CH3:6])[CH3:7]. Reaction SMILES: [Br:1][C:2]1[CH:3]=[C:4]2[C:9](=[CH:10][CH:11]=1)[O:8][CH:7]([C:12]1[CH:17]=[CH:16][N:15]=[CH:14][CH:13]=1)[CH2:6][C:5]2=O.C[Si]([N:23]=[C:24]=[N:25][Si](C)(C)C)(C)C>C(Cl)Cl.Cl[Ti](Cl)(Cl)Cl>[Br:1][C:2]1[CH:3]=[C:4]2[C:9](=[CH:10][CH:11]=1)[O:8][CH:7]([C:12]1[CH:17]=[CH:16][N:15]=[CH:14][CH:13]=1)[CH2:6]/[C:5]/2=[N:25]\[C:24]#[N:23]. Yield: 92.3%. The reagents and catalysts are Cl[Ti](Cl)(Cl)Cl (TiCl4). The reactants are BrC=1C=C2C(CC(OC2=CC1)C1=CC=NC=C1)=O (6-bromo-2-(pyridin-4-yl)chroman-4-one), ice water, C[Si](C)(C)N=C=N[Si](C)(C)C (bis-trimethylsilylcarbodiimide). Solvent: C(Cl)Cl (DCM). Procedure: To a solution of 6-bromo-2-(pyridin-4-yl)chroman-4-one (1 g, 3.3 mmol) in anhydrous DCM (25 mL) was added TiCl4 (1 M solution in DCM, 6.6 mL, 6.6 mmol) dropwise within 15 min at room temperature. After the addition, the reaction mixture was stirred for 1 h. To this mixture was added bis-trimethylsilylcarbodiimide (1.35 g, 7.26 mmol) dropwise. The resulting mixture was stirred for another 18 h after the addition. The reaction mixture was poured into ice-water (100 g) and extracted with DCM (3×50 ... Yields the product BrC=1C=C2\C(\CC(OC2=CC1)C1=CC=NC=C1)=N\C#N ((E)-N-(6-bromo-2-(pyridin-4-yl)chroman-4-ylidene)cyanamide). Run at time 1 hour. The reactants are C(C1=CC=CC=C1)OC(=O)N1C2C(OC(C1CCC2)=O)=O (2,4-Dioxo-3-oxa-9-aza-bicyclo[3.3.1]nonane-9-carboxylic acid benzyl ester), C(C1=CC=CC=C1)OC(=O)N1C2C(OC(C1CCC2)=O)=O (2,4-Dioxo-3-oxa-9-aza-bicyclo[3.3.1]nonane-9-carboxylic acid benzyl ester), CO (methanol). Conditions: time 2 hour. Yields the product COC(=O)C1N(C(CCC1)C(=O)O)C(=O)OCC1=CC=CC=C1 (Piperidine-1,2,6-tricarboxylic Acid 1-Benzyl Ester 2-Methyl Ester). The yield is 96.0%. As a reaction SMILES: [CH2:1]([O:8][C:9]([N:11]1[CH:16]2[CH2:17][CH2:18][CH2:19][CH:12]1[C:13](=[O:21])[O:14][C:15]2=[O:20])=[O:10])[C:2]1[CH:7]=[CH:6][CH:5]=[CH:4][CH:3]=1.[CH3:22][OH:23]>>[CH3:22][O:23][C:15]([CH:16]1[CH2:17][CH2:18][CH2:19][CH:12]([C:13]([OH:14])=[O:21])[N:11]1[C:9]([O:8][CH2:1][C:2]1[CH:7]=[CH:6][CH:5]=[CH:4][CH:3]=1)=[O:10])=[O:20]. Procedure: 2,4-Dioxo-3-oxa-9-aza-bicyclo[3.3.1]nonane-9-carboxylic acid benzyl ester (Compound 2, 10 g, 34.51 mmol) was dissolved in methanol (50 ml). The reaction mixture was stirred at room temperature for 2 hours. The MeOH was evaporated to afford Compound 232 (10 g, 96%). Rf=0.47 (10% MeOH/CH2Cl2). The material was of sufficiently good quality to be used in the next reaction without purification. The reactants are C(CCC)[Li] (butyl lithium), CC1(NC(CCC1)(C)C)C (2,2,6,6-tetramethylpiperidine), C(CCC)[Li] (butyl lithium), C[Si](N1C(CCCCC1)=O)(C)C (Hexahydro-1-trimethylsilyl-2H-azepin-2-one), lithium-2,2,6,6-tetramethylpiperidide, ClC1=C(C=CC=C1)OC (o-chloroanisole). Run in CCCCCC (hexane), C(C)(=O)OCC (ethyl acetate), O (water), CCCCCC.O1CCCC1 (hexane tetrahydrofuran), O1CCCC1 (tetrahydrofuran). Reaction conditions: time 1.5 hour. Product: COC=1C=C(C=CC1)C1C(NCCCC1)=O (Hexahydro-3-(3-methoxyphenyl)-2H-azepin-2-one). Isolated yield 23.9%. As a reaction SMILES: C[Si](C)(C)[N:3]1[CH2:9][CH2:8][CH2:7][CH2:6][CH2:5][C:4]1=[O:10].CC1(C)CCCC(C)(C)N1.C([Li])CCC.Cl[C:29]1[CH:34]=[CH:33][CH:32]=[CH:31][C:30]=1[O:35][CH3:36]>O1CCCC1.CCCCCC.O1CCCC1.CCCCCC.C(OCC)(=O)C.O>[CH3:36][O:35][C:30]1[CH:29]=[C:34]([CH:5]2[CH2:6][CH2:7][CH2:8][CH2:9][NH:3][C:4]2=[O:10])[CH:33]=[CH:32][CH:31]=1 |f:5.6|. Procedure details: Hexahydro-1-trimethylsilyl-2H-azepin-2-one (9.2 g) in dry tetrahydrofuran (20 ml) was added dropwise with cooling and stirring under a nitrogen atmosphere to a solution of lithium-2,2,6,6-tetramethylpiperidide (prepared from 2,2,6,6-tetramethylpiperidine (8.48 g) and butyl lithium (0.06 mole) in hexane-tetrahydrofuran (38 ml; 10 ml). A further portion of butyl lithium (0.06 mole) in hexane (38 ml) was then added, followed by o-chloroanisole (8.54 g) keeping the reaction temperature between -10° ... Reactants: C(C)(C)(C)C1=C(C=CC(=C1)C(C)(C)C)O (2,4-di-tert-butylphenol), C(C)(=O)O (acetic acid), S(O)(O)(=O)=O (sulfuric acid). Run at time 2 hour. Product: C(C)(C)(C)C1=C(C(C=O)=CC(=C1)C(C)(C)C)O (3,5-di-tert-butylsalicylaldehyde). Isolated yield 40.0%. As a reaction SMILES: [C:1]([C:5]1[CH:10]=[C:9]([C:11]([CH3:14])([CH3:13])[CH3:12])[CH:8]=[CH:7][C:6]=1[OH:15])([CH3:4])([CH3:3])[CH3:2].S(=O)(=O)(O)O.[C:21](O)(=[O:23])C>>[C:1]([C:5]1[CH:10]=[C:9]([C:11]([CH3:14])([CH3:13])[CH3:12])[CH:8]=[C:7]([CH:21]=[O:23])[C:6]=1[OH:15])([CH3:4])([CH3:3])[CH3:2]. Procedure details: A mixture of 208.4 g (1.0 mol) of 2,4-di-tert-butylphenol and 283.2 g (2.0 mol) of HMT in 500 mL of glacial acetic acid was heated at 130 C. with stirring for 2 hours. A solution of 500 mL of 20% (vol/vol) aqueous sulfuric acid was then added and the resulting solution was refluxed for 0.5 hour. The solution was cooled to around 60°-80° C. and the organic phase was separated from the aqueous phase. The organic phase was recrystallized twice from 150-200 mL of cold (0°-5° C.) methanol to give 93 ... Starting materials: C1(CC1)S(=O)(=O)Cl (cyclopropanesulfonyl chloride), C1(CC1)S(=O)(=O)Cl (cyclopropanesulfonyl chloride), C1(CC1)S(=O)(=O)Cl (cyclopropanesulfonyl chloride), C1(CC1)S(=O)(=O)Cl (cyclopropanesulfonyl chloride), Cl (HCl), C(Cl)Cl (DCM), NC=1C=C(C=NC1Cl)C=1C=C(C2=CN(N=C2C1)C1OCCCC1)NC(=O)C=1N=C(SC1)C (N-[6-(5-Amino-6-chloro-3-pyridinyl)-2-(tetrahydro-2H-pyran-2-yl)-2H-indazol-4-yl]-2-methyl-1,3-thiazole-4-carboxamide). The reagents and catalysts are CN(C)C=1C=CN=CC1 (DMAP). Run in N1=CC=CC=C1 (pyridine). Run at time 1 hour. The product is ClC1=C(C=C(C=N1)C1=CC(=C2C=NNC2=C1)NC(=O)C=1N=C(SC1)C)NS(=O)(=O)C1CC1 (N-(6-{6-Chloro-5-[(cyclopropylsulfonyl)amino]-3-pyridinyl}-1H-indazol-4-yl)-2-methyl-1,3-thiazole-4-carboxamide). The yield is 28.8%. Reaction SMILES: [NH2:1][C:2]1[CH:3]=[C:4]([C:9]2[CH:10]=[C:11]([NH:24][C:25]([C:27]3[N:28]=[C:29]([CH3:32])[S:30][CH:31]=3)=[O:26])[C:12]3[C:16]([CH:17]=2)=[N:15][N:14](C2CCCCO2)[CH:13]=3)[CH:5]=[N:6][C:7]=1[Cl:8].[CH:33]1([S:36](Cl)(=[O:38])=[O:37])[CH2:35][CH2:34]1.Cl.C(Cl)Cl>N1C=CC=CC=1.CN(C1C=CN=CC=1)C>[Cl:8][C:7]1[N:6]=[CH:5][C:4]([C:9]2[CH:17]=[C:16]3[C:12]([CH:13]=[N:14][NH:15]3)=[C:11]([NH:24][C:25]([C:27]3[N:28]=[C:29]([CH3:32])[S:30][CH:31]=3)=[O:26])[CH:10]=2)=[CH:3][C:2]=1[NH:1][S:36]([CH:33]1[CH2:35][CH2:34]1)(=[O:38])=[O:37]. Reported procedure: N-[6-(5-Amino-6-chloro-3-pyridinyl)-2-(tetrahydro-2H-pyran-2-yl)-2H-indazol-4-yl]-2-methyl-1,3-thiazole-4-carboxamide (40 mg) was dissolved in pyridine (1 ml) and cyclopropanesulfonyl chloride (24 mg) was added. The reaction was stirred at RT for 1 h. DMAP (3 mg) and cyclopropanesulfonyl chloride (24 mg) were added and the reaction was stirred for 1 h. Further cyclopropanesulfonyl chloride (48 mg) was added and the reaction stirred overnight. Further cyclopropanesulfonyl chloride (48 mg) was add...